This data is from the Open Reaction Database (ORD), a public repository of structured organic reaction records. The task is: describe an organic reaction: reactants, conditions, products, and yield Starting materials: CC=1NC(=CC(C1C(=O)NC1=CC=CC=C1)=O)C (1,4-dihydro-2,6-dimethyl-4-oxo-N-phenyl-3-pyridinecarboxamide), CCCBr (n-propyl bromide), C([O-])([O-])=O.[K+].[K+] (potassium carbonate), CN(C=O)C (N,N-dimethylformamide). Solvent: O (water). Reaction conditions: temperature 90 celsius, time 7 hour. The product is CC1=NC(=CC(=C1C(=O)NC1=CC=CC=C1)OCCC)C (2,6-dimethyl-N-phenyl-4-propoxy-3-pyridinecarboxamide). Isolated yield 75.3%. RXN SMILES: [CH3:1][C:2]1[NH:3][C:4]([CH3:18])=[CH:5][C:6](=[O:17])[C:7]=1[C:8]([NH:10][C:11]1[CH:16]=[CH:15][CH:14]=[CH:13][CH:12]=1)=[O:9].[CH3:19][CH2:20][CH2:21]Br.C(=O)([O-])[O-].[K+].[K+].CN(C)C=O>O>[CH3:1][C:2]1[C:7]([C:8]([NH:10][C:11]2[CH:16]=[CH:15][CH:14]=[CH:13][CH:12]=2)=[O:9])=[C:6]([O:17][CH2:19][CH2:20][CH3:21])[CH:5]=[C:4]([CH3:18])[N:3]=1 |f:2.3.4|. Reported procedure: A mixture of 2.42 (10 m mol) of 1,4-dihydro-2,6-dimethyl-4-oxo-N-phenyl-3-pyridinecarboxamide, 1.84 g (15 m mol) of n-propyl bromide, 1.52 g (11 m mol) of potassium carbonate and 40 ml of N,N-dimethylformamide was stirred for 7 hours at 90° C. (bath temperature). About 100 ml of water was added to the reaction mixture. The mixture was cooled to room temperature to precipitate crystals. The crystals were filtered off, washed and dried under reduced pressure to obtain 2.14 g of 2,6-dimethyl-N-phen... Reactants: CNCc1c(C)ccc2[nH]c(=O)c(=O)[nH]c12, [K+], O=[N+]([O-])[O-], O=S(=O)(O)O. The product is CNCc1c(C)c([N+](=O)[O-])cc2[nH]c(=O)c(=O)[nH]c12. As a reaction SMILES: [CH3:1][c:2]1[c:3]([CH2:14][NH:15][CH3:16])[c:4]2[nH:5][c:6](=[O:13])[c:7](=[O:12])[nH:8][c:9]2[cH:10][cH:11]1.[K+:21].[N+:17](=[O:18])([O-:19])[O-:20].[S:22](=[O:23])(=[O:24])([OH:25])[OH:26]>>[CH3:1][c:2]1[c:3]([CH2:14][NH:15][CH3:16])[c:4]2[nH:5][c:6](=[O:13])[c:7](=[O:12])[nH:8][c:9]2[cH:10][c:11]1[N+:17](=[O:18])[O-:19].